From a dataset of the Open Reaction Database (ORD), a public repository of structured organic reaction records. describe an organic reaction: reactants, conditions, products, and yield Reactants: FC1(C=2N(C3=C(OC1)C=CC(=C3)I)N=C(C2)C(=O)N)F (4,4-difluoro-9-iodo-4,5-dihydrobenzo[b]pyrazolo[1,5-d][1,4]oxazepine-2-carboxamide), N1CCCCC1 (piperidine), CC1=CC(=NO1)[C@@](C)(C#C)O ((2R)-2-(5-methyl-1,2-oxazol-3-yl)but-3-yn-2-ol). The reagents and catalysts are C=1C=CC(=CC1)[P](C=2C=CC=CC2)(C=3C=CC=CC3)[Pd]([P](C=4C=CC=CC4)(C=5C=CC=CC5)C=6C=CC=CC6)([P](C=7C=CC=CC7)(C=8C=CC=CC8)C=9C=CC=CC9)[P](C=1C=CC=CC1)(C=1C=CC=CC1)C=1C=CC=CC1 (tetrakis(triphenylphosphine)palladium), [Cu]I (copper(I) iodide). Conditions: temperature 60 celsius. The product is FC1(C=2N(C3=C(OC1)C=CC(=C3)C#C[C@](C)(C3=NOC(=C3)C)O)N=C(C2)C(=O)N)F ((R)-4,4-difluoro-9-(3-hydroxy-3-(5-methylisoxazol-3-yl)but-1-yn-1-yl)-4,5-dihydrobenzo[b]pyrazol o[1,5-d][1,4]oxazepine-2-carboxamide). The yield is 48.3%. As a reaction SMILES: [F:1][C:2]1([F:20])[CH2:8][O:7][C:6]2[CH:9]=[CH:10][C:11](I)=[CH:12][C:5]=2[N:4]2[N:14]=[C:15]([C:17]([NH2:19])=[O:18])[CH:16]=[C:3]12.N1CCCCC1.[CH3:27][C:28]1[O:32][N:31]=[C:30]([C@:33]([OH:37])([C:35]#[CH:36])[CH3:34])[CH:29]=1>C1C=CC([P]([Pd]([P](C2C=CC=CC=2)(C2C=CC=CC=2)C2C=CC=CC=2)([P](C2C=CC=CC=2)(C2C=CC=CC=2)C2C=CC=CC=2)[P](C2C=CC=CC=2)(C2C=CC=CC=2)C2C=CC=CC=2)(C2C=CC=CC=2)C2C=CC=CC=2)=CC=1.[Cu]I>[F:1][C:2]1([F:20])[CH2:8][O:7][C:6]2[CH:9]=[CH:10][C:11]([C:36]#[C:35][C@@:33]([OH:37])([C:30]3[CH:29]=[C:28]([CH3:27])[O:32][N:31]=3)[CH3:34])=[CH:12][C:5]=2[N:4]2[N:14]=[C:15]([C:17]([NH2:19])=[O:18])[CH:16]=[C:3]12 |^1:41,43,62,81|. Procedure details: To a pressure tube was added 4,4-difluoro-9-iodo-4,5-dihydrobenzo[b]pyrazolo[1,5-d][1,4]oxazepine-2-carboxamide (65 mg, 0.17 mmol) followed by piperidine (1.5 ml), tetrakis(triphenylphosphine)palladium (0) (19.2 mg, 0.02 mmol), copper(I) iodide (3.2 mg, 0.02 mmol) and (2R)-2-(5-methyl-1,2-oxazol-3-yl)but-3-yn-2-ol (38 mg, 0.25 mmol). The reaction vessel was sealed and heated at 60° C. for 40 minutes. The reaction mixture was cooled and concentrated in vacuo. and then co-evaporated with dichlorom... Starting materials: CC(=O)O, CCOC(=O)COc1cc(F)ccc1[N+](=O)[O-], [Fe], O. The product is O=C1COc2cc(F)ccc2N1. As a reaction SMILES: [CH3:19][C:20](=[O:21])[OH:22].[F:1][c:2]1[cH:3][cH:4][c:5]([N+:15]([O-:11])=[O:12])[c:6]([O:7][CH2:8][C:9](=[O:10])[O:13][CH2:16][CH3:17])[cH:14]1.[Fe:23].[OH2:18]>>[F:1][c:2]1[cH:3][cH:4][c:5]2[c:6]([cH:14]1)[O:7][CH2:8][C:9](=[O:10])[NH:15]2. Starting materials: solution, Cl (hydrogen chloride), CC1=CC=C(C=C1)S(=O)(=O)O (4-methylbenzenesulfonic acid), NC1=NC=CC(=C1)C1=C(OC2=CC(=C(C=C2Cl)S(=O)(=O)N(C2=NC=C(C=N2)F)CC2=C(C=C(C=C2)OC)OC)F)C=CC(=C1)C(F)(F)F (4-[2-(2-Aminopyridin-4-yl)-4-(trifluoromethyl)phenoxy]-5-chloro-N-(2,4-dimethoxybenzyl)-2-fluoro-N-(5-fluoropyrimidin-2-yl)benzenesulfonamide). The solvent is O1CCOCC1 (1,4-dioxane), O1CCOCC1 (1,4-dioxane), CO (methanol). Conditions: time 18 hour. Yields the product CC1=CC=C(C=C1)S(=O)(=O)O.NC1=NC=CC(=C1)C1=C(OC2=CC(=C(C=C2Cl)S(=O)(=O)NC2=NC=C(C=N2)F)F)C=CC(=C1)C(F)(F)F (4-[2-(2-Aminopyridin-4-yl)-4-(trifluoromethyl)phenoxy]-5-chloro-2-fluoro-N-(5-fluoropyrimidin-2-yl)benzenesulfonamide 4-methylbenzenesulfonate). As a reaction SMILES: [NH2:1][C:2]1[CH:7]=[C:6]([C:8]2[CH:44]=[C:43]([C:45]([F:48])([F:47])[F:46])[CH:42]=[CH:41][C:9]=2[O:10][C:11]2[C:16]([Cl:17])=[CH:15][C:14]([S:18]([N:21](CC3C=CC(OC)=CC=3OC)[C:22]3[N:27]=[CH:26][C:25]([F:28])=[CH:24][N:23]=3)(=[O:20])=[O:19])=[C:13]([F:40])[CH:12]=2)[CH:5]=[CH:4][N:3]=1.Cl.[CH3:50][C:51]1[CH:56]=[CH:55][C:54]([S:57]([OH:60])(=[O:59])=[O:58])=[CH:53][CH:52]=1>O1CCOCC1.CO>[CH3:50][C:51]1[CH:52]=[CH:53][C:54]([S:57]([OH:60])(=[O:59])=[O:58])=[CH:55][CH:56]=1.[NH2:1][C:2]1[CH:7]=[C:6]([C:8]2[CH:44]=[C:43]([C:45]([F:47])([F:48])[F:46])[CH:42]=[CH:41][C:9]=2[O:10][C:11]2[C:16]([Cl:17])=[CH:15][C:14]([S:18]([NH:21][C:22]3[N:23]=[CH:24][C:25]([F:28])=[CH:26][N:27]=3)(=[O:20])=[O:19])=[C:13]([F:40])[CH:12]=2)[CH:5]=[CH:4][N:3]=1 |f:5.6|. Procedure: 4-[2-(2-Aminopyridin-4-yl)-4-(trifluoromethyl)phenoxy]-5-chloro-N-(2,4-dimethoxybenzyl)-2-fluoro-N-(5-fluoropyrimidin-2-yl)benzenesulfonamide (Preparation 20, 2.24 g, 3.16 mmol) was dissolved in 1,4-dioxane (6.0 mL) and a 4.0 M solution of hydrogen chloride in 1,4-dioxane (4.0 mL, 16 mmol) was added. The reaction mixture was stirred for 18 hours then concentrated in vacuo. The residue was partitioned between water and dichloromethane. A large amount of undissolved solid was present. The aqueous ... Starting materials: FC(C=1C=C(C=C(C1)C(F)(F)F)C(C(=O)N(C)C=1C=NC(=CC1C1=C(C=CC=C1)C)Cl)(C)C)(F)F (2-(3,5-bis(trifluoromethyl)phenyl)-N-(6-chloro-4-(o-tolyl)pyridin-3-yl)-N,2-dimethylpropanamide), C1=CC(=CC(=C1)Cl)C(=O)OO (m-CPBA), [OH-].[Na+] (NaOH). Solvent: C(Cl)Cl (DCM). Reaction conditions: time 8 hour. Product: FC(C=1C=C(C=C(C1)C(F)(F)F)C(C(=O)N(C)C=1C(=CC(=[N+](C1)[O-])Cl)C1=C(C=CC=C1)C)(C)C)(F)F (5-(2-(3,5-bis(trifluoromethyl)phenyl)-N,2-dimethylpropanamido)-2-chloro-4-(o-tolyl)pyridine 1-oxide). Isolated yield 96.3%. Reaction SMILES: [F:1][C:2]([F:35])([F:34])[C:3]1[CH:4]=[C:5]([C:13]([CH3:33])([CH3:32])[C:14]([N:16]([C:18]2[CH:19]=[N:20][C:21]([Cl:31])=[CH:22][C:23]=2[C:24]2[CH:29]=[CH:28][CH:27]=[CH:26][C:25]=2[CH3:30])[CH3:17])=[O:15])[CH:6]=[C:7]([C:9]([F:12])([F:11])[F:10])[CH:8]=1.C1C=C(Cl)C=C(C(OO)=[O:44])C=1.[OH-].[Na+]>C(Cl)Cl>[F:35][C:2]([F:1])([F:34])[C:3]1[CH:4]=[C:5]([C:13]([CH3:33])([CH3:32])[C:14]([N:16]([C:18]2[C:23]([C:24]3[CH:29]=[CH:28][CH:27]=[CH:26][C:25]=3[CH3:30])=[CH:22][C:21]([Cl:31])=[N+:20]([O-:44])[CH:19]=2)[CH3:17])=[O:15])[CH:6]=[C:7]([C:9]([F:11])([F:10])[F:12])[CH:8]=1 |f:2.3|. Procedure: To the solution of 2-(3,5-bis(trifluoromethyl)phenyl)-N-(6-chloro-4-(o-tolyl)pyridin-3-yl)-N,2-dimethylpropanamide (5.14 g, 10 mmol) in 60 mL of DCM was added m-CPBA (6.92 g, 40 mmol) at 0° C. under N2 atmosphere. Then the solution was stirred overnight at room temperature. 1 N aq. NaOH solution was added to wash twice for removing the excess m-CPBA and a side product. The organic phase was washed by brine, dried over Na2SO4, filtered and concentrated to afford 5.11 g of crude 5-(2-(3,5-bis(trif... Starting materials: CS(=O)(=O)Cl (methanesulfonyl chloride), COC1=CC=C(CN(C2=NC(=NC(=N2)C)C=2C=C(C=NC2F)CN2[C@@H](CN(CC2)C(=O)OC(C)(C)C)C)CC2=CC=C(C=C2)OC)C=C1 ((R)-tert-butyl 4-((5-(4-(bis(4-methoxybenzyl)amino)-6-methyl-1,3,5-triazin-2-yl)-6-fluoropyridin-3-yl)methyl)-3-methylpiperazine-1-carboxylate), C(=O)(C(F)(F)F)O (TFA), TEA. Solvent: C(Cl)Cl (DCM), C(Cl)Cl (DCM). Reaction conditions: time 1 hour. Product: FC1=NC=C(C=C1C1=NC(=NC(=N1)C)N(CC1=CC=C(C=C1)OC)CC1=CC=C(C=C1)OC)CN1[C@@H](CN(CC1)S(=O)(=O)C)C ((R)-4-(2-fluoro-5-((2-methyl-4-(methylsulfonyl)piperazin-1-yl)methyl)pyridin-3-yl)-N,N-bis(4-methoxybenzyl)-6-methyl-1,3,5-triazin-2-amine). The yield is 49.0%. RXN SMILES: [CH3:1][O:2][C:3]1[CH:48]=[CH:47][C:6]([CH2:7][N:8]([CH2:38][C:39]2[CH:44]=[CH:43][C:42]([O:45][CH3:46])=[CH:41][CH:40]=2)[C:9]2[N:14]=[C:13]([CH3:15])[N:12]=[C:11]([C:16]3[CH:17]=[C:18]([CH2:23][N:24]4[CH2:29][CH2:28][N:27](C(OC(C)(C)C)=O)[CH2:26][C@H:25]4[CH3:37])[CH:19]=[N:20][C:21]=3[F:22])[N:10]=2)=[CH:5][CH:4]=1.C(O)(C(F)(F)F)=O.[CH3:56][S:57](Cl)(=[O:59])=[O:58]>C(Cl)Cl>[F:22][C:21]1[C:16]([C:11]2[N:12]=[C:13]([CH3:15])[N:14]=[C:9]([N:8]([CH2:38][C:39]3[CH:44]=[CH:43][C:42]([O:45][CH3:46])=[CH:41][CH:40]=3)[CH2:7][C:6]3[CH:47]=[CH:48][C:3]([O:2][CH3:1])=[CH:4][CH:5]=3)[N:10]=2)=[CH:17][C:18]([CH2:23][N:24]2[CH2:29][CH2:28][N:27]([S:57]([CH3:56])(=[O:59])=[O:58])[CH2:26][C@H:25]2[CH3:37])=[CH:19][N:20]=1. Reported procedure: To a slightly cooled stirred solution of (R)-tert-butyl 4-((5-(4-(bis(4-methoxybenzyl)amino)-6-methyl-1,3,5-triazin-2-yl)-6-fluoropyridin-3-yl)methyl)-3-methylpiperazine-1-carboxylate (1.01 g, 1.535 mmol) in DCM (5.0 mL, 78 mmol) was added slowly TFA (4.00 mL, 51.9 mmol) and the mixture was stirred at room temperature for 1 h. The mixture was concentrated and the sticky residue was taken up in a solution of DCM (10.0 mL) to which TEA (2.140 mL, 15.35 mmol) and methanesulfonyl chloride (0.598 mL,... Reactants: Di-(4-methoxybenzyl) azine, COC1=CC=C(C=O)C=C1 (p-methoxybenzaldehyde), NN (hydrazine). The solvent is C(C)(C)O (isopropyl alcohol). Product: COC1=CC=C(CNNCC2=CC=C(C=C2)OC)C=C1 (Di-(4-methoxybenzyl) hydrazine). As a reaction SMILES: [CH3:1][O:2][C:3]1[CH:10]=[CH:9][C:6]([CH:7]=O)=[CH:5][CH:4]=1.[NH2:11][NH2:12]>C(O)(C)C>[CH3:1][O:2][C:3]1[CH:10]=[CH:9][C:6]([CH2:7][NH:11][NH:12][CH2:7][C:6]2[CH:9]=[CH:10][C:3]([O:2][CH3:1])=[CH:4][CH:5]=2)=[CH:5][CH:4]=1. Procedure: Di-(4-methoxybenzyl) azine was first prepared by reacting 2 moles of p-methoxybenzaldehyde with 1 mole hydrazine in isopropyl alcohol at 10° C. Di-(4-methoxybenzyl) hydrazine was obtained by reacting the azine with diborane in tetrahydrofurane under nitrogen atmosphere at or below 10° C. and isolated as an oil. The dihydrochloride salt of bis-(4-methoxybenzyl) hydrazine was obtained as white solid by mixing with hydrogen chloride gas in isopropanol followed by addition of methylene chloride and ... The reactants are O=C([O-])[O-], Cc1ccccc1, CCO, [Cs+], [Cs+], CCS(=O)(=O)NCC1CC(C)(C)Oc2ccc(I)cc21, [Pd], c1ccc(P(c2ccccc2)c2ccccc2)cc1, c1ccc(P(c2ccccc2)c2ccccc2)cc1, c1ccc(P(c2ccccc2)c2ccccc2)cc1, c1ccc(P(c2ccccc2)c2ccccc2)cc1, OB(O)c1cccs1. Product: CCS(=O)(=O)NCC1CC(C)(C)Oc2ccc(-c3cccs3)cc21. RXN SMILES: [C:39](=[O:40])([O-:41])[O-:42].[CH3:29][c:30]1[cH:31][cH:32][cH:33][cH:34][cH:35]1.[CH3:36][CH2:37][OH:38].[Cs+:43].[Cs+:44].[I:1][c:2]1[cH:3][c:4]2[c:9]([cH:10][cH:11]1)[O:8][C:7]([CH3:12])([CH3:13])[CH2:6][CH:5]2[CH2:14][NH:15][S:16](=[O:17])(=[O:18])[CH2:19][CH3:20].[Pd:121].[c:102]1([P:103]([c:104]2[cH:105][cH:106][cH:107][cH:108][cH:109]2)[c:110]2[cH:111][cH:112][cH:113][cH:114][cH:115]2)[cH:116][cH:117][cH:118][cH:119][cH:120]1.[c:45]1([P:46]([c:47]2[cH:48][cH:49][cH:50][cH:51][cH:52]2)[c:53]2[cH:54][cH:55][cH:56][cH:57][cH:58]2)[cH:59][cH:60][cH:61][cH:62][cH:63]1.[c:64]1([P:65]([c:66]2[cH:67][cH:68][cH:69][cH:70][cH:71]2)[c:72]2[cH:73][cH:74][cH:75][cH:76][cH:77]2)[cH:78][cH:79][cH:80][cH:81][cH:82]1.[c:83]1([P:84]([c:85]2[cH:86][cH:87][cH:88][cH:89][cH:90]2)[c:91]2[cH:92][cH:93][cH:94][cH:95][cH:96]2)[cH:97][cH:98][cH:99][cH:100][cH:101]1.[s:21]1[c:22]([B:26]([OH:27])[OH:28])[cH:23][cH:24][cH:25]1>>[c:2]1(-[c:22]2[s:21][cH:25][cH:24][cH:23]2)[cH:3][c:4]2[c:9]([cH:10][cH:11]1)[O:8][C:7]([CH3:12])([CH3:13])[CH2:6][CH:5]2[CH2:14][NH:15][S:16](=[O:17])(=[O:18])[CH2:19][CH3:20]. The reactants are C(C1=CC=CC=C1)OC(=O)N1[C@@H](C[C@H](C1)O)C(=O)OC ((2S,4R)-1-benzyloxycarbonyl-2-methoxycarbonyl-4-hydroxypyrrolidine), C(C)(=O)O (acetic acid), [H][H] (hydrogen). Reagents/catalysts: [C].[Pd] (palladium-carbon). The solvent is C(C)O (ethanol). The product is C(C)(=O)O.COC(=O)[C@H]1NC[C@@H](C1)O ((2S,4R)-2-methoxycarbonyl-4-hydroxypyrrolidine acetate). Reaction SMILES: C(OC([N:11]1[CH2:15][C@H:14]([OH:16])[CH2:13][C@H:12]1[C:17]([O:19][CH3:20])=[O:18])=O)C1C=CC=CC=1.C(O)(=O)C.[H][H]>C(O)C.[C].[Pd]>[C:17]([OH:19])(=[O:18])[CH3:12].[CH3:20][O:19][C:17]([C@@H:12]1[CH2:13][C@@H:14]([OH:16])[CH2:15][NH:11]1)=[O:18] |f:4.5,6.7|. Reported procedure: To a solution of (2S,4R)-1-benzyloxycarbonyl-2-methoxycarbonyl-4-hydroxypyrrolidine (4.34 g) in 95% ethanol (44 ml), 10% palladium-carbon (419 mg) and acetic acid (0.89 ml) were added. The mixture was vigorously stirred at room temperature for 1.5 hours under an atmospheric pressure of hydrogen. Removal of the catalyst gave (2S,4R)-2-methoxycarbonyl-4-hydroxypyrrolidine acetate. Conditions: time 1 hour. As a reaction SMILES: [CH:1](=[N:8][N:9]([C:21]1[CH:26]=[C:25]([Cl:27])[C:24]([CH2:28][C:29]2[CH:34]=[CH:33][C:32]([Cl:35])=[CH:31][CH:30]=2)=[C:23]([Cl:36])[CH:22]=1)[C:10]([NH:12][CH2:13]C(OCC)OCC)=[O:11])C1C=CC=CC=1>C(#N)C.Cl>[Cl:27][C:25]1[CH:26]=[C:21]([N:9]2[C:10](=[O:11])[NH:12][CH2:13][CH:1]=[N:8]2)[CH:22]=[C:23]([Cl:36])[C:24]=1[CH2:28][C:29]1[CH:34]=[CH:33][C:32]([Cl:35])=[CH:31][CH:30]=1. Reactants: C(C1=CC=CC=C1)=NN(C(=O)NCC(OCC)OCC)C1=CC(=C(C(=C1)Cl)CC1=CC=C(C=C1)Cl)Cl (1-benzylidene-2-[4-(4-chlorobenzyl)-3,5-dichlorophenyl]-4-(2,2-diethoxyethyl)-semicarbazide). Yield: 95.0%. Reported procedure: In 5 ml of acetonitrile was dissolved 0.4 g of 1-benzylidene-2-[4-(4-chlorobenzyl)-3,5-dichlorophenyl]-4-(2,2-diethoxyethyl)-semicarbazide. To the solution was added one drop of 35% hydrochloric acid. The mixture was stirred for one hour at room temperature. The reaction mixture was cooled, then resulting crystalline precipitate of the titled compound was collected by filtration. The yield was 95%. m.p.199-200° C. Reagents/catalysts: Cl (hydrochloric acid). Solvent: C(C)#N (acetonitrile). Product: ClC=1C=C(C=C(C1CC1=CC=C(C=C1)Cl)Cl)N1N=CCNC1=O (2-[3,5-dichloro-4-(4-chlorobenzyl)phenyl]-4,5-dihydro-1,2,4-triazin-3(2H)-one).